This data is from the Open Reaction Database (ORD), a public repository of structured organic reaction records. The task is: describe an organic reaction: reactants, conditions, products, and yield Reactants: CC=1C=C(CC2=CC(=CC(=C2O)CC2=CC(=C(C=C2)O)C)C)C=CC1O (2,6-bis(3'-methyl-4'-hydroxybenzyl)-p-cresol), [OH-].[K+] (potassium hydroxide), CO.O (methanol water), solution, C=O (formalin). Run in O (water), C(C)(=O)O (acetic acid). The product is CC=1C=C(CC2=CC(=CC(=C2O)CC2=CC(=C(C(=C2)CO)O)C)C)C=C(C1O)CO (2,6-bis(3'-methyl-4'-hydroxy-5'-hydroxymethylbenzyl)-p-cresol). RXN SMILES: [CH3:1][C:2]1[CH:3]=[C:4]([CH:23]=[CH:24][C:25]=1[OH:26])[CH2:5][C:6]1[C:11]([OH:12])=[C:10]([CH2:13][C:14]2[CH:19]=[CH:18][C:17]([OH:20])=[C:16]([CH3:21])[CH:15]=2)[CH:9]=[C:8]([CH3:22])[CH:7]=1.[OH-:27].[K+].[CH2:29]=[O:30].[CH3:31]O.O>O.C(O)(=O)C>[CH3:21][C:16]1[CH:15]=[C:14]([CH:19]=[C:18]([CH2:29][OH:30])[C:17]=1[OH:20])[CH2:13][C:10]1[C:11]([OH:12])=[C:6]([CH2:5][C:4]2[CH:23]=[C:24]([CH2:31][OH:27])[C:25]([OH:26])=[C:2]([CH3:1])[CH:3]=2)[CH:7]=[C:8]([CH3:22])[CH:9]=1 |f:1.2,4.5|. Reported procedure: 34.9 g of the thus-obtained 2,6-bis(3'-methyl-4'-hydroxybenzyl)-p-cresol, and 5.7 g of potassium hydroxide were dissolved in 300 ml of methanol/water (4/6), and 81 g of aqueous 37% solution of formalin were added thereto. Afterwards, these were reacted at 40° C. for 24 hours. The reaction mixture was diluted with 500 ml of water and neutralized with acetic acid. The pale yellow solid thus precipitated was taken out by filtration and washed with water to obtain 35 g of 2,6-bis(3'-methyl-4'-hydrox...